This data is from the Open Reaction Database (ORD), a public repository of structured organic reaction records. The task is: describe an organic reaction: reactants, conditions, products, and yield As a reaction SMILES: [CH3:52][N:53]([CH3:54])[CH2:55][CH2:56][CH2:57][N:58]=[C:59]=[N:60][CH2:61][CH3:62].[CH3:72][C:73]#[N:74].[CH:63]([N:64]([CH:65]([CH3:66])[CH3:67])[CH2:68][CH3:69])([CH3:70])[CH3:71].[ClH:38].[ClH:51].[F:1][c:2]1[cH:3][c:4]([CH2:5][O:6][c:7]2[c:8]([Cl:34])[cH:9][c:10]([NH:11][c:12]3[n:13][cH:14][n:15][c:16]4[cH:17][cH:18][c:19](-[c:22]5[cH:23][cH:24][c:25]([CH:27]=[CH:28][C:29](=[O:30])[OH:31])[o:26]5)[cH:20][c:21]34)[cH:32][cH:33]2)[cH:35][cH:36][cH:37]1.[c:39]1([S:45](=[O:46])(=[O:47])[CH2:48][CH2:49][NH2:50])[cH:40][cH:41][cH:42][cH:43][cH:44]1>>[F:1][c:2]1[cH:3][c:4]([CH2:5][O:6][c:7]2[c:8]([Cl:34])[cH:9][c:10]([NH:11][c:12]3[n:13][cH:14][n:15][c:16]4[cH:17][cH:18][c:19](-[c:22]5[cH:23][cH:24][c:25]([CH:27]=[CH:28][C:29](=[O:30])[NH:50][CH2:49][CH2:48][S:45]([c:39]6[cH:40][cH:41][cH:42][cH:43][cH:44]6)(=[O:46])=[O:47])[o:26]5)[cH:20][c:21]34)[cH:32][cH:33]2)[cH:35][cH:36][cH:37]1. The product is O=C(C=Cc1ccc(-c2ccc3ncnc(Nc4ccc(OCc5cccc(F)c5)c(Cl)c4)c3c2)o1)NCCS(=O)(=O)c1ccccc1. Reactants: CCN=C=NCCCN(C)C, CC#N, CCN(C(C)C)C(C)C, Cl, Cl, O=C(O)C=Cc1ccc(-c2ccc3ncnc(Nc4ccc(OCc5cccc(F)c5)c(Cl)c4)c3c2)o1, NCCS(=O)(=O)c1ccccc1.